Dataset: the Open Reaction Database (ORD), a public repository of structured organic reaction records. Task: describe an organic reaction: reactants, conditions, products, and yield Reactants: CCN1C(=O)N(CCO)c2nc(N[C@@H]3CCC[C@H]3O)n(Cc4ccc(OC)c(Br)c4)c2C1=O, OB(O)c1ccc(cc1)C(=O)NC2CCCC2. Reagents/catalysts: CCN=P(N=P(N(C)C)(N(C)C)N(C)C)(N(C)C)N(C)C (P2-Et), CC(C)c1cc(C(C)C)c(-c2ccccc2[PH](C(C)(C)C)(C(C)(C)C)[Pd]2(OS(C)(=O)=O)Nc3ccccc3-c3ccccc32)c(C(C)C)c1 (tBuXphos G3). Solvent: CS(C)=O (DMSO), O (water), CS(C)=O (DMSO), CS(C)=O (DMSO), CS(C)=O (DMSO). Run at time 22 hour. The product is CCN1C(=O)N(CCO)c2nc(N[C@@H]3CCC[C@H]3O)n(Cc4ccc(OC)c(c4)c5ccc(cc5)C(=O)NC6CCCC6)c2C1=O, CCN1C(=O)N(CCO)c2nc(N[C@@H]3CCC[C@H]3O)n(Cc4ccc(OC)c(Br)c4)c2C1=O, c1ccc(-c2ccccc2)cc1.